This data is from the Open Reaction Database (ORD), a public repository of structured organic reaction records. The task is: describe an organic reaction: reactants, conditions, products, and yield Reactants: CC(c1ccc(-c2ccc(F)cc2F)cc1)N1CCC(CCOS(C)(=O)=O)(c2ccc(F)cc2)OC1=O, CC#N, [K+], [K+], O=C([O-])[O-], c1c[nH]cn1. Yields the product CC(c1ccc(-c2ccc(F)cc2F)cc1)N1CCC(CCn2ccnc2)(c2ccc(F)cc2)OC1=O. RXN SMILES: [CH3:1][S:2]([O:3][CH2:6][CH2:7][C:8]1([c:31]2[cH:32][cH:33][c:34]([F:37])[cH:35][cH:36]2)[CH2:9][CH2:10][N:11]([CH:15]([CH3:16])[c:17]2[cH:18][cH:19][c:20](-[c:23]3[c:24]([F:30])[cH:25][c:26]([F:29])[cH:27][cH:28]3)[cH:21][cH:22]2)[C:12](=[O:14])[O:13]1)(=[O:4])=[O:5].[CH3:49][C:50]#[N:51].[K+:43].[K+:44].[O-:45][C:46]([O-:47])=[O:48].[nH:38]1[cH:39][n:40][cH:41][cH:42]1>>[CH2:6]([CH2:7][C:8]1([c:31]2[cH:32][cH:33][c:34]([F:37])[cH:35][cH:36]2)[CH2:9][CH2:10][N:11]([CH:15]([CH3:16])[c:17]2[cH:18][cH:19][c:20](-[c:23]3[c:24]([F:30])[cH:25][c:26]([F:29])[cH:27][cH:28]3)[cH:21][cH:22]2)[C:12](=[O:14])[O:13]1)[n:38]1[cH:39][n:40][cH:41][cH:42]1. Reactants: hydrochloride salt, CC1=CC=C(C=C1)S(=O)(=O)OCC1OC2=C(C1)C=C(C=C2C2=C(C=CC=C2)OC)Cl ((±)-[5-chloro-7-(2-methoxyphenyl)-2,3-dihydro-1-benzofuran-2-yl]methyl 4-methylbenzenesulfonate), CN (methylamine). Product: ClC=1C=C(C2=C(CC(O2)CNC)C1)C1=C(C=CC=C1)OC ((±)-[(5-chloro-7-(2-methoxyphenyl)-2,3-dihydro-1-benzofuran-2-yl]methyl}methylamine). As a reaction SMILES: CC1C=CC(S(O[CH2:12][CH:13]2[CH2:17][C:16]3[CH:18]=[C:19]([Cl:30])[CH:20]=[C:21]([C:22]4[CH:27]=[CH:26][CH:25]=[CH:24][C:23]=4[O:28][CH3:29])[C:15]=3[O:14]2)(=O)=O)=CC=1.[CH3:31][NH2:32]>>[Cl:30][C:19]1[CH:20]=[C:21]([C:22]2[CH:27]=[CH:26][CH:25]=[CH:24][C:23]=2[O:28][CH3:29])[C:15]2[O:14][CH:13]([CH2:12][NH:32][CH3:31])[CH2:17][C:16]=2[CH:18]=1. Procedure details: The title compound was prepared (0.037 g, 29%) following the general procedure of Example 390 as a white solid, hydrochloride salt from (±)-[5-chloro-7-(2-methoxyphenyl)-2,3-dihydro-1-benzofuran-2-yl]methyl 4-methylbenzenesulfonate (0.39 g, 0.88 mmol) and methylamine (0.271 g, 8.8 mmol). mp 100-102° C. Reactants: CC(c1ccnc2ccccc12)C(C#N)N=C(c1ccccc1)c1ccccc1, Cl, C1COCCO1. Yields the product CC(c1ccnc2ccccc12)C(N)C#N. As a reaction SMILES: [C:1]([c:2]1[cH:3][cH:4][cH:5][cH:6][cH:7]1)([c:8]1[cH:9][cH:10][cH:11][cH:12][cH:13]1)=[N:14][CH:15]([C:16]#[N:17])[CH:18]([CH3:19])[c:20]1[cH:21][cH:22][n:23][c:24]2[cH:25][cH:26][cH:27][cH:28][c:29]12.[ClH:36].[O:30]1[CH2:31][CH2:32][O:33][CH2:34][CH2:35]1>>[NH2:14][CH:15]([C:16]#[N:17])[CH:18]([CH3:19])[c:20]1[cH:21][cH:22][n:23][c:24]2[cH:25][cH:26][cH:27][cH:28][c:29]12.